This data is from the Open Reaction Database (ORD), a public repository of structured organic reaction records. The task is: describe an organic reaction: reactants, conditions, products, and yield Starting materials: C1=CN(C=N1)C(=O)N2C=CN=C2 (CDI), ClC1=C2C(=CN=C1)SC(=C2)C(=O)O (4-Chlorothieno[2,3-c]pyridine-2-carboxylic acid), NNC(=S)N (thiosemicarbazide). The solvent is CN(C)C=O (DMF), CN(C)C=O (DMF). Conditions: temperature 70 celsius. Yields the product ClC1=C2C(=CN=C1)SC(=C2)C(=O)NNC(=S)N (1-(4-Chlorothieno[2,3-c]pyridine-2-carbonyl)thiosemicarbazide). As a reaction SMILES: [Cl:1][C:2]1[CH:7]=[N:6][CH:5]=[C:4]2[S:8][C:9]([C:11]([OH:13])=O)=[CH:10][C:3]=12.C1N=CN(C(N2C=NC=C2)=O)C=1.[NH2:26][NH:27][C:28]([NH2:30])=[S:29]>CN(C=O)C>[Cl:1][C:2]1[CH:7]=[N:6][CH:5]=[C:4]2[S:8][C:9]([C:11]([NH:26][NH:27][C:28]([NH2:30])=[S:29])=[O:13])=[CH:10][C:3]=12. Reported procedure: 4-Chlorothieno[2,3-c]pyridine-2-carboxylic acid (4.2 g, 19.7 mmol) was dissolved in 110 mL DMF in a round bottom flask. To this flask was added CDI (7.68 g, 47.4 mmol). After the flask was heated at 70° C. for 30 minutes, thiosemicarbazide (4.32 g, 47.4 mmol) dissolved in 5 mL DMF was added and the resulting mixture was heated at 70° C. for 30 minutes. After removing the DMF under reduced pressure, the remaining residue was mixed with 50 mL 1N HCl. After filtration and washing with water, the pr... Reactants: CN1CCCC1=O, CCN(C(C)C)C(C)C, N#Cc1ccc(F)c(F)c1. The product is N#Cc1cccc(F)c1. As a reaction SMILES: [CH3:20][N:21]1[CH2:22][CH2:23][CH2:24][C:25]1=[O:26].[CH:11]([N:12]([CH2:13][CH3:14])[CH:15]([CH3:16])[CH3:17])([CH3:18])[CH3:19].[F:1][c:2]1[cH:3][c:4]([C:9]#[N:10])[cH:5][cH:6][c:7]1[F:8]>>[F:1][c:2]1[cH:3][c:4]([C:9]#[N:10])[cH:5][cH:6][cH:7]1. The reactants are NC1=C(C=CC=C1)S (o-aminothiophenol), ClC1=CC=C(C=C(C(=O)[O-])C(=O)[O-])C=C1 (p-chlorobenzalmalonate), C(C)O (ethanol). The reagents and catalysts are Cl.N1=CC=CC=C1 (pyridine hydrochloride). Yields the product ClC1=CC=C(C=C1)C1SC2=C(NC(C1C(=O)OCC)=O)C=CC=C2 (2-(p-chlorophenyl)-2,3-dihydro-3-ethoxycarbonyl-1,5-benzothiazepin-4(5H)-one). Reaction SMILES: [NH2:1][C:2]1[CH:7]=[CH:6][CH:5]=[CH:4][C:3]=1[SH:8].[Cl:9][C:10]1[CH:23]=[CH:22][C:13]([CH:14]=[C:15]([C:19]([O-:21])=O)[C:16]([O-:18])=[O:17])=[CH:12][CH:11]=1.[CH2:24](O)[CH3:25]>Cl.N1C=CC=CC=1>[Cl:9][C:10]1[CH:11]=[CH:12][C:13]([CH:14]2[CH:15]([C:16]([O:18][CH2:24][CH3:25])=[O:17])[C:19](=[O:21])[NH:1][C:2]3[CH:7]=[CH:6][CH:5]=[CH:4][C:3]=3[S:8]2)=[CH:22][CH:23]=1 |f:3.4|. Procedure details: A mixture of 32 g of o-aminothiophenol, 70.7 g of p-chlorobenzalmalonate and 1.4 g of pyridine hydrochloride was heated at about 180° C. until no further ethanol was distilled out (for about 4 hours). After allowing the reaction mixture to cool, a mixture of benzene-petroleum ether was added to the reaction mixture which was then thoroughly stirred and filtered. The resulting filter cake was recrystallized from chloroform-petroleum ether to obtain 54.5 g of 2-(p-chlorophenyl)-2,3-dihydro-3-ethox... The reactants are OCCC1CN(CCO1)C(=O)OCC1=CC=CC=C1 (2-(2-hydroxyethyl)-4-benzyloxycarbonylmorpholine), CN(C=O)C (dimethylformamide), S(=O)(Cl)Cl (thionyl chloride). The solvent is C(Cl)(Cl)Cl (chloroform). Product: ClCCC1CN(CCO1)C(=O)OCC1=CC=CC=C1 (2-(2-chloroethyl)-4-benzyloxycarbonylmorpholine). As a reaction SMILES: O[CH2:2][CH2:3][CH:4]1[O:9][CH2:8][CH2:7][N:6]([C:10]([O:12][CH2:13][C:14]2[CH:19]=[CH:18][CH:17]=[CH:16][CH:15]=2)=[O:11])[CH2:5]1.CN(C)C=O.S(Cl)([Cl:27])=O>C(Cl)(Cl)Cl>[Cl:27][CH2:2][CH2:3][CH:4]1[O:9][CH2:8][CH2:7][N:6]([C:10]([O:12][CH2:13][C:14]2[CH:19]=[CH:18][CH:17]=[CH:16][CH:15]=2)=[O:11])[CH2:5]1. Reported procedure: To a mixture of 2-(2-hydroxyethyl)-4-benzyloxycarbonylmorpholine (15 g), dimethylformamide (1 ml), and chloroform (50 ml) is dropwise added thionyl chloride (16.3 ml). The mixture is refluxed for 2 hours, allowed to cool, and evaporated under reduced pressure to give the title compound (16 g) as an oil. Product: CC(C)(C)[Si](C)(C)OC(CCO)CCC1COc2c(F)ccc(F)c2C1S(=O)(=O)c1ccc(Cl)cc1. The reactants are [BH4-], C=CCC(CCC1COc2c(F)ccc(F)c2C1S(=O)(=O)c1ccc(Cl)cc1)O[Si](C)(C)C(C)(C)C, CO, ClCCl, [Na+], O=[O+][O-]. As a reaction SMILES: [BH4-:40].[C:1]([CH3:2])([CH3:3])([CH3:4])[Si:5]([CH3:6])([CH3:7])[O:8][CH:9]([CH2:10][CH:11]=[CH2:12])[CH2:13][CH2:14][CH:15]1[CH2:16][O:17][c:18]2[c:19]([F:36])[cH:20][cH:21][c:22]([F:35])[c:23]2[CH:24]1[S:25](=[O:26])(=[O:27])[c:28]1[cH:29][cH:30][c:31]([Cl:34])[cH:32][cH:33]1.[CH3:42][OH:43].[Cl:44][CH2:45][Cl:46].[Na+:41].[O-:37][O+:38]=[O:39]>>[C:1]([CH3:2])([CH3:3])([CH3:4])[Si:5]([CH3:6])([CH3:7])[O:8][CH:9]([CH2:10][CH2:11][OH:37])[CH2:13][CH2:14][CH:15]1[CH2:16][O:17][c:18]2[c:19]([F:36])[cH:20][cH:21][c:22]([F:35])[c:23]2[CH:24]1[S:25](=[O:26])(=[O:27])[c:28]1[cH:29][cH:30][c:31]([Cl:34])[cH:32][cH:33]1. Starting materials: N#CCBr, O=C([O-])[O-], Oc1c(Cl)ccc2c1c1cccc3c1n2C(c1ccccc1)CO3, [K+], [K+], CN(C)C=O. The product is N#CCOc1c(Cl)ccc2c1c1cccc3c1n2C(c1ccccc1)CO3. Reaction SMILES: [Br:31][CH2:32][C:33]#[N:34].[C:25](=[O:26])([O-:27])[O-:28].[Cl:1][c:2]1[cH:3][cH:4][c:5]2[n:6]3[c:7]4[c:8]([cH:9][cH:10][cH:11][c:12]4[c:13]2[c:14]1[OH:15])[O:16][CH2:17][CH:18]3[c:19]1[cH:20][cH:21][cH:22][cH:23][cH:24]1.[K+:29].[K+:30].[O:35]=[CH:36][N:37]([CH3:38])[CH3:39]>>[Cl:1][c:2]1[cH:3][cH:4][c:5]2[n:6]3[c:7]4[c:8]([cH:9][cH:10][cH:11][c:12]4[c:13]2[c:14]1[O:15][CH2:32][C:33]#[N:34])[O:16][CH2:17][CH:18]3[c:19]1[cH:20][cH:21][cH:22][cH:23][cH:24]1. The reactants are ClC1=C(C=C(C(=O)OC)C=C1)[N+](=O)[O-] (methyl 4-chloro-3-nitrobenzoate), C[S-].[Na+] (sodium thiomethoxide). The solvent is CC(=O)C (acetone). Conditions: time 8 hour. Yields the product CSC1=C(C=C(C(=O)OC)C=C1)[N+](=O)[O-] (methyl 4-methylthio-3-nitrobenzoate). The yield is 62.7%. RXN SMILES: Cl[C:2]1[CH:11]=[CH:10][C:5]([C:6]([O:8][CH3:9])=[O:7])=[CH:4][C:3]=1[N+:12]([O-:14])=[O:13].[CH3:15][S-:16].[Na+]>CC(C)=O>[CH3:15][S:16][C:2]1[CH:11]=[CH:10][C:5]([C:6]([O:8][CH3:9])=[O:7])=[CH:4][C:3]=1[N+:12]([O-:14])=[O:13] |f:1.2|. Procedure: A solution of methyl 4-chloro-3-nitrobenzoate (28 g) in acetone (250 mL) is treated portionwise with sodium thiomethoxide (10 g) and the mixture is stirred overnight at room temperature. After filtration, the solution is concentrated and water (300 mL) is added to the residue. The yellow solid is filtered off and subjected to flash chromatography eluting with a mixture of diethyl ether and pentane (1:4 v/v), to give methyl 4-methylthio-3-nitrobenzoate (18.5 g), in the form of a yellow solid, m.p...